Dataset: the Open Reaction Database (ORD), a public repository of structured organic reaction records. Task: describe an organic reaction: reactants, conditions, products, and yield Starting materials: [N+](=O)(O)[O-] (nitric acid), OC1=C2C(=NC=C1)C=CS2 (7-hydroxythieno[3,2-b]pyridine), C(C)OCC (diethyl ether). Run in C(CC)(=O)O (propionic acid). Reaction conditions: temperature 110 celsius. The product is [N+](=O)([O-])C=1C(=C2C(=NC1)C=CS2)O (6-Nitro-7-hydroxythieno[3,2-b]pyridine). RXN SMILES: [OH:1][C:2]1[CH:7]=[CH:6][N:5]=[C:4]2[CH:8]=[CH:9][S:10][C:3]=12.[N+:11]([O-])([OH:13])=[O:12].C(OCC)C>C(O)(=O)CC>[N+:11]([C:7]1[C:2]([OH:1])=[C:3]2[S:10][CH:9]=[CH:8][C:4]2=[N:5][CH:6]=1)([O-:13])=[O:12]. Procedure details: Commercially available 7-hydroxythieno[3,2-b]pyridine (9.9 g, 65.5 mmol) was dissolved in propionic acid (200 mL) and heated to 110° C., behind a bomb shield. 4.85 mL of fuming nitric acid (90%) was added over 2 minutes, during which time a copius precipitate formed. The thick suspension was brought to reflux (oil bath temperature ˜150° C.) for 1 h during which time an orange gas evolved (Caution: procedure should only be performed in a well ventilated hood). The reaction mixture was allowed to ...